This data is from the Open Reaction Database (ORD), a public repository of structured organic reaction records. The task is: describe an organic reaction: reactants, conditions, products, and yield The reactants are COc1cc(C#N)ccc1NC(=O)C1NC(CC(C)(C)C)C2(C(=O)Nc3cc(Cl)c(F)cc32)C1c1cccc(Cl)c1F, CS(C)=O, [Na+], [OH-], OO. The product is COc1cc(C(N)=O)ccc1NC(=O)C1NC(CC(C)(C)C)C2(C(=O)Nc3cc(Cl)c(F)cc32)C1c1cccc(Cl)c1F. As a reaction SMILES: [C:1](#[N:2])[c:3]1[cH:4][c:5]([O:41][CH3:42])[c:6]([NH:9][C:10](=[O:11])[CH:12]2[CH:13]([c:33]3[c:34]([F:40])[c:35]([Cl:39])[cH:36][cH:37][cH:38]3)[C:14]3([C:15](=[O:25])[NH:16][c:17]4[cH:18][c:19]([Cl:24])[c:20]([F:23])[cH:21][c:22]43)[CH:26]([CH2:28][C:29]([CH3:30])([CH3:31])[CH3:32])[NH:27]2)[cH:7][cH:8]1.[CH3:47][S:48]([CH3:49])=[O:50].[Na+:46].[OH-:45].[OH:43][OH:44]>>[C:1]([NH2:2])([c:3]1[cH:4][c:5]([O:41][CH3:42])[c:6]([NH:9][C:10](=[O:11])[CH:12]2[CH:13]([c:33]3[c:34]([F:40])[c:35]([Cl:39])[cH:36][cH:37][cH:38]3)[C:14]3([C:15](=[O:25])[NH:16][c:17]4[cH:18][c:19]([Cl:24])[c:20]([F:23])[cH:21][c:22]43)[CH:26]([CH2:28][C:29]([CH3:30])([CH3:31])[CH3:32])[NH:27]2)[cH:7][cH:8]1)=[O:43]. The reactants are ClC1=NC=CC(=C1)CN1CCN(CC1)C(COCC1=CC=CC=C1)=O (1-(2-Chloropyridin-4-ylmethyl)-4-benzyloxyacetylpiperazine), NC=1N=CC2=CC=CC=C2C1 (3-aminoisoquinoline), CC1(C2=C(C(=CC=C2)P(C3=CC=CC=C3)C4=CC=CC=C4)OC5=C(C=CC=C51)P(C6=CC=CC=C6)C7=CC=CC=C7)C (xantphos), C(=O)([O-])[O-].[Cs+].[Cs+] (Cs2CO3). The reagents and catalysts are C=1C=CC(=CC1)/C=C/C(=O)/C=C/C2=CC=CC=C2.C=1C=CC(=CC1)/C=C/C(=O)/C=C/C2=CC=CC=C2.C=1C=CC(=CC1)/C=C/C(=O)/C=C/C2=CC=CC=C2.[Pd].[Pd] (Pd2(dba)3). Run in C1(=CC=CC=C1)C (toluene), CCOC(=O)C (EtOAc). Yields the product C1=NC(=CC2=CC=CC=C12)NC1=NC=CC(=C1)CN1CCN(CC1)C(COCC1=CC=CC=C1)=O (2-(Isoquinolin-3-ylamino)-4-(4-benzyloxyacetylpiperazin-1-ylmethyl)pyridine). Reaction SMILES: Cl[C:2]1[CH:7]=[C:6]([CH2:8][N:9]2[CH2:14][CH2:13][N:12]([C:15](=[O:25])[CH2:16][O:17][CH2:18][C:19]3[CH:24]=[CH:23][CH:22]=[CH:21][CH:20]=3)[CH2:11][CH2:10]2)[CH:5]=[CH:4][N:3]=1.[NH2:26][C:27]1[N:28]=[CH:29][C:30]2[C:35]([CH:36]=1)=[CH:34][CH:33]=[CH:32][CH:31]=2.CC1(C)C2C(=C(P(C3C=CC=CC=3)C3C=CC=CC=3)C=CC=2)OC2C(P(C3C=CC=CC=3)C3C=CC=CC=3)=CC=CC1=2.C([O-])([O-])=O.[Cs+].[Cs+]>C1(C)C=CC=CC=1.C1C=CC(/C=C/C(/C=C/C2C=CC=CC=2)=O)=CC=1.C1C=CC(/C=C/C(/C=C/C2C=CC=CC=2)=O)=CC=1.C1C=CC(/C=C/C(/C=C/C2C=CC=CC=2)=O)=CC=1.[Pd].[Pd].CCOC(C)=O>[CH:29]1[C:30]2[C:35](=[CH:34][CH:33]=[CH:32][CH:31]=2)[CH:36]=[C:27]([NH:26][C:2]2[CH:7]=[C:6]([CH2:8][N:9]3[CH2:14][CH2:13][N:12]([C:15](=[O:25])[CH2:16][O:17][CH2:18][C:19]4[CH:24]=[CH:23][CH:22]=[CH:21][CH:20]=4)[CH2:11][CH2:10]3)[CH:5]=[CH:4][N:3]=2)[N:28]=1 |f:3.4.5,7.8.9.10.11|. Procedure: 1-(2-Chloropyridin-4-ylmethyl)-4-benzyloxyacetylpiperazine (1.0 equiv) (Preparation B-16) was mixed with 3-aminoisoquinoline (1.0 equiv), Pd2(dba)3(0.1 equiv), xantphos (0.15 equiv), and Cs2CO3 (1.4 equiv) in toluene. The mixture was refluxed overnight, and EtOAc was added in to dilute the mixture. After filtration, the filtrate was concentrated and applied onto a silica gel column. The title compound was obtained as a yellow solid. Starting materials: COc1ccccc1, Cc1ccccc1, O=S(=O)([O-])C(F)(F)F, O=S(=O)([O-])C(F)(F)F, O=S(=O)([O-])C(F)(F)F, O, O=S(=O)(O)C(F)(F)F, [Pr+3], Cc1ccc(C(=O)O)cc1. The product is COc1ccc(C(=O)c2ccc(C)cc2)cc1. RXN SMILES: [CH3:34][O:35][c:36]1[cH:37][cH:38][cH:39][cH:40][cH:41]1.[CH3:52][c:53]1[cH:54][cH:55][cH:56][cH:57][cH:58]1.[F:10][C:11]([F:12])([F:13])[S:14]([O-:15])(=[O:16])=[O:17].[F:18][C:19]([F:20])([F:21])[S:22]([O-:23])(=[O:24])=[O:25].[F:1][C:2]([F:3])([F:4])[S:5]([O-:6])(=[O:7])=[O:8].[OH2:59].[OH:26][S:27]([C:28]([F:29])([F:30])[F:31])(=[O:32])=[O:33].[Pr+3:9].[c:42]1([CH3:51])[cH:43][cH:44][c:45]([C:48](=[O:49])[OH:50])[cH:46][cH:47]1>>[CH3:34][O:35][c:36]1[cH:37][cH:38][c:39]([C:48]([c:45]2[cH:44][cH:43][c:42]([CH3:51])[cH:47][cH:46]2)=[O:49])[cH:40][cH:41]1.